From a dataset of the Open Reaction Database (ORD), a public repository of structured organic reaction records. describe an organic reaction: reactants, conditions, products, and yield Reactants: ClC1=C(C(=O)NC2=C(C=CC(=C2)Cl)[N+](=O)[O-])C=C(C=C1)[N+](=O)[O-] (2-Chloro-N-(5-chloro-2-nitro-phenyl)-5-nitro-benzamide). The reagents and catalysts are [Zn] (Zinc). Run in C(C)(=O)O (acetic acid). Run at temperature 70 celsius, time 2 hour. Yields the product ClC1=C(C=C(C=C1)N)C1=NC2=C(N1)C=CC(=C2)Cl (4-chloro-3-(5-chloro-1H-benzoimidazol-2-yl)-phenylamine). The yield is 15.8%. Reaction SMILES: [Cl:1][C:2]1[CH:20]=[CH:19][C:18]([N+:21]([O-])=O)=[CH:17][C:3]=1[C:4]([NH:6][C:7]1[CH:12]=[C:11]([Cl:13])[CH:10]=[CH:9][C:8]=1[N+:14]([O-])=O)=O>C(O)(=O)C.[Zn]>[Cl:1][C:2]1[CH:20]=[CH:19][C:18]([NH2:21])=[CH:17][C:3]=1[C:4]1[NH:14][C:8]2[CH:9]=[CH:10][C:11]([Cl:13])=[CH:12][C:7]=2[N:6]=1. Procedure details: 2-Chloro-N-(5-chloro-2-nitro-phenyl)-5-nitro-benzamide (1.78 g; 5 mmol) was dissolved in glacial acetic acid (30 ml) and heated to 70° C. Zinc powder (3.3 g; 50 mmol) was added portionwise. After 2 hours, the reaction was filtered and the solid washed with acetonitrile. The solvents were evaporated and the residue loaded onto a silica gel chromatography column using dichloromethane/triethylamine. Elution with 20% ethyl acetate in heptane gave 4-chloro-3-(5-chloro-1H-benzoimidazol-2-yl)-phenylami... Reactants: Brc1cnc2c(Br)cnn2c1, O=C([O-])[O-], Cn1cc(B2OC(C)(C)C(C)(C)O2)cn1, [Na+], [Na+], C1COCCO1, O, c1ccc(P(c2ccccc2)(c2ccccc2)[Pd](P(c2ccccc2)(c2ccccc2)c2ccccc2)(P(c2ccccc2)(c2ccccc2)c2ccccc2)P(c2ccccc2)(c2ccccc2)c2ccccc2)cc1. Yields the product Cn1cc(-c2cnc3c(Br)cnn3c2)cn1. As a reaction SMILES: [Br:1][c:2]1[cH:3][n:4][n:5]2[c:6]1[n:7][cH:8][c:9]([Br:11])[cH:10]2.[C:33](=[O:34])([O-:35])[O-:36].[CH3:12][n:13]1[n:14][cH:15][c:16]([B:18]2[O:19][C:20]([CH3:21])([CH3:22])[C:23]([CH3:24])([CH3:25])[O:26]2)[cH:17]1.[Na+:37].[Na+:38].[O:27]1[CH2:28][CH2:29][O:30][CH2:31][CH2:32]1.[OH2:116].[cH:39]1[cH:40][cH:41][c:42]([P:43]([Pd:44]([P:45]([c:46]2[cH:47][cH:48][cH:49][cH:50][cH:51]2)([c:52]2[cH:53][cH:54][cH:55][cH:56][cH:57]2)[c:58]2[cH:59][cH:60][cH:61][cH:62][cH:63]2)([P:64]([c:65]2[cH:66][cH:67][cH:68][cH:69][cH:70]2)([c:71]2[cH:72][cH:73][cH:74][cH:75][cH:76]2)[c:77]2[cH:78][cH:79][cH:80][cH:81][cH:82]2)[P:83]([c:84]2[cH:85][cH:86][cH:87][cH:88][cH:89]2)([c:90]2[cH:91][cH:92][cH:93][cH:94][cH:95]2)[c:96]2[cH:97][cH:98][cH:99][cH:100][cH:101]2)([c:102]2[cH:103][cH:104][cH:105][cH:106][cH:107]2)[c:108]2[cH:109][cH:110][cH:111][cH:112][cH:113]2)[cH:114][cH:115]1>>[Br:1][c:2]1[cH:3][n:4][n:5]2[c:6]1[n:7][cH:8][c:9](-[c:16]1[cH:15][n:14][n:13]([CH3:12])[cH:17]1)[cH:10]2.